From a dataset of the Open Reaction Database (ORD), a public repository of structured organic reaction records. describe an organic reaction: reactants, conditions, products, and yield Starting materials: [Li]C(C)(C)C, Cc1cc(C)c(C=O)c(OCc2ccccc2)n1, CCc1ccc(Br)cc1, [Cl-], [NH4+], C1CCOC1. Yields the product CCc1ccc(C(O)c2c(C)cc(C)nc2OCc2ccccc2)cc1. As a reaction SMILES: [C:10]([Li:11])([CH3:12])([CH3:13])[CH3:14].[CH2:15]([c:16]1[cH:17][cH:18][cH:19][cH:20][cH:21]1)[O:22][c:23]1[n:24][c:25]([CH3:32])[cH:26][c:27]([CH3:31])[c:28]1[CH:29]=[O:30].[CH2:1]([CH3:2])[c:3]1[cH:4][cH:5][c:6]([Br:9])[cH:7][cH:8]1.[Cl-:33].[NH4+:34].[O:35]1[CH2:36][CH2:37][CH2:38][CH2:39]1>>[CH2:1]([CH3:2])[c:3]1[cH:4][cH:5][c:6]([CH:29]([c:28]2[c:23]([O:22][CH2:15][c:16]3[cH:17][cH:18][cH:19][cH:20][cH:21]3)[n:24][c:25]([CH3:32])[cH:26][c:27]2[CH3:31])[OH:30])[cH:7][cH:8]1. The reactants are C([O-])(O)=O.[Na+] (sodium bicarbonate), ClC1=C(C=CC(=C1)Cl)CC(C(C(C)(C)C1OCCO1)=O)N1N=CN=C1 (1-(2,4-dichlorophenyl)-2-(1,2,4-triazol-1-yl)-4-(dioxolan-2-yl)-4-methyl-pentan-3-one), Cl (hydrochloric acid), [BH4-].[Na+] (sodium borohydride). The solvent is CO (methanol). Reaction conditions: temperature 0 celsius, time 3 hour. The product is ClC1=C(C=CC(=C1)Cl)CC(C(C(C)(C)C1OCCO1)O)N1N=CN=C1 (1-(2,4-Dichlorophenyl)-2-(1,2,4-triazol-1-yl)-4-(dioxolan-2-yl)-4-methyl-pentan-3-ol). Reaction SMILES: [Cl:1][C:2]1[CH:7]=[C:6]([Cl:8])[CH:5]=[CH:4][C:3]=1[CH2:9][CH:10]([N:21]1[CH:25]=[N:24][CH:23]=[N:22]1)[C:11](=[O:20])[C:12]([CH:15]1[O:19][CH2:18][CH2:17][O:16]1)([CH3:14])[CH3:13].[BH4-].[Na+].Cl.C(=O)(O)[O-].[Na+]>CO>[Cl:1][C:2]1[CH:7]=[C:6]([Cl:8])[CH:5]=[CH:4][C:3]=1[CH2:9][CH:10]([N:21]1[CH:25]=[N:24][CH:23]=[N:22]1)[CH:11]([OH:20])[C:12]([CH:15]1[O:16][CH2:17][CH2:18][O:19]1)([CH3:13])[CH3:14] |f:1.2,4.5|. Procedure: 22.9 g (0.06 mol) of 1-(2,4-dichlorophenyl)-2-(1,2,4-triazol-1-yl)-4-(dioxolan-2-yl)-4-methyl-pentan-3-one are dissolved in 100 ml of methanol, the solution is cooled to 0° C., and 2.95 g (0.078 mol) of sodium borohydride are added in portions. The mixture is stirred for a further 3 hours at room temperature, 15 ml of concentrated hydrochloric acid are added dropwise, stirring is continued for a further 3 hours and 500 ml of saturated sodium bicarbonate solution are then added. The mixture is ex...